From a dataset of the Open Reaction Database (ORD), a public repository of structured organic reaction records. describe an organic reaction: reactants, conditions, products, and yield Reactants: FC1=CC2=C(N3C(S2)=NC=C3CO)C=C1 (7-Fluoro-imidazo[2,1-b]benzothiazole-3-methanol). The reagents and catalysts are O=[Mn]=O (MnO2). The solvent is CN(C)C=O (DMF), C1(=CC=CC=C1)C (toluene). Product: FC1=CC2=C(N3C(S2)=NC=C3C=O)C=C1 (7-Fluoro-imidazo[2,1-b]benzothiazole-3-carboxaldehyde). Isolated yield 89.8%. Reaction SMILES: [F:1][C:2]1[CH:15]=[CH:14][C:5]2[N:6]3[C:11]([CH2:12][OH:13])=[CH:10][N:9]=[C:7]3[S:8][C:4]=2[CH:3]=1>CN(C=O)C.C1(C)C=CC=CC=1.O=[Mn]=O>[F:1][C:2]1[CH:15]=[CH:14][C:5]2[N:6]3[C:11]([CH:12]=[O:13])=[CH:10][N:9]=[C:7]3[S:8][C:4]=2[CH:3]=1. Procedure: A solution of 7-Fluoro-imidazo[2,1-b]benzothiazole-3-methanol (Formula L-2) (1.0 g) in DMF (5 mL) was diluted with toluene (200 mL), the warm solution was treated with activated MnO2 (2.34 g) and azeotropically distilled for 4 hours. The cooled suspension ws filtered, the filtrate was concentrated in vacuo and the residue was diluted with ice water. Precipitated 7-Fluoro-imidazo [2,1-b]benzothiazole-3-carboxaldehyde (Formula L-3) was filtered and recrystallized from acetonitrile to yield pure 7-... Reactants: [BH4-].[Na+] (Sodium borohydride), C1(=CC=CC=C1)C=1C2=C3N(C4=C(N1)C=CC=C4)CCC3=CC=C2 (1,2-dihydro-6-phenylindolo[1,7-ab][1,5]benzodiazepine), O (Water). The solvent is C(C)O (ethanol). Reaction conditions: temperature 0 celsius, time 1 hour. The product is C1(=CC=CC=C1)C1C2=C3N(C4=C(N1)C=CC=C4)CCC3=CC=C2 (6-phenyl-1,2,6,7-tetrahydroindolo[1,7-ab][1,5]benzodiazepine). As a reaction SMILES: [C:1]1([C:7]2[C:8]3[CH:23]=[CH:22][CH:21]=[C:20]4[C:9]=3[N:10]([CH2:18][CH2:19]4)[C:11]3[CH:17]=[CH:16][CH:15]=[CH:14][C:12]=3[N:13]=2)[CH:6]=[CH:5][CH:4]=[CH:3][CH:2]=1.[BH4-].[Na+].O>C(O)C>[C:1]1([CH:7]2[NH:13][C:12]3[CH:14]=[CH:15][CH:16]=[CH:17][C:11]=3[N:10]3[CH2:18][CH2:19][C:20]4=[CH:21][CH:22]=[CH:23][C:8]2=[C:9]34)[CH:2]=[CH:3][CH:4]=[CH:5][CH:6]=1 |f:1.2|. Reported procedure: A stirred mixture, under N2, of 23.0 g of 1,2-dihydro-6-phenylindolo[1,7-ab][1,5]benzodiazepine in 200 ml of absolute ethanol is cooled to 0°-5° C. Sodium borohydride is then added in small portions and at such a rate as to keep the reaction temperature less than 5° C., and to minimize foaming. About 3 g. are required to discharge the initial blue-purple color, and another 1 g. is added to insure complete reduction. The mixture is then stirred 1 hour at 0° C. and 1 hour at room temperature. Wate... Reactants: C(C)/C(/C=C/CO)=C\C(C)C ((E,E)-4-ethyl-6-methyl-2,4-heptadien-1-ol), C(C)(=O)OC(C)=O (acetic anhydride). Run in ClCCl (dichloromethane), N1=CC=CC=C1 (pyridine). Run at time 2 hour. Product: C(C)(=O)OC\C=C\C(=C\C(C)C)\CC ((E,E)-1-acetoxy-4-ethyl-6-methyl-2,4-heptadiene). The yield is 79.6%. RXN SMILES: [CH2:1](/[C:3](=[CH:8]\[CH:9]([CH3:11])[CH3:10])/[CH:4]=[CH:5]/[CH2:6][OH:7])[CH3:2].[C:12](OC(=O)C)(=[O:14])[CH3:13]>N1C=CC=CC=1.ClCCl>[C:12]([O:7][CH2:6]/[CH:5]=[CH:4]/[C:3](/[CH2:1][CH3:2])=[CH:8]/[CH:9]([CH3:10])[CH3:11])(=[O:14])[CH3:13]. Procedure details: To a solution of (E,E)-4-ethyl-6-methyl-2,4-heptadien-1-ol (23.8 g) in pyridine (61.4 g) at 0° C. was added dropwise acetic anhydride (50.9 g). After two hours, the reaction mixture was diluted with dichloromethane. The solution was washed with water and brine, dried over anhydrous magnesium sulfate, and evaporated in vacuo. The residue was chromatographed on silica gel (3% ethyl acetate-hexane) to give (E,E)-1-acetoxy-4-ethyl-6-methyl-2,4-heptadiene (24.11 g) as an oil. Starting materials: C(=O)C=1NC=CC1 (2-formylpyrrole), [H-].[Na+] (sodium hydride), ClCCCO (3-chloropropanol). The solvent is CN(C)C=O (DMF). Product: OCCCN1C(=CC=C1)C=O (1-(3-hydroxypropyl)-2-formylpyrrole). Yield: 91.9%. RXN SMILES: [CH:1]([C:3]1[NH:4][CH:5]=[CH:6][CH:7]=1)=[O:2].[H-].[Na+].Cl[CH2:11][CH2:12][CH2:13][OH:14]>CN(C=O)C>[OH:14][CH2:13][CH2:12][CH2:11][N:4]1[CH:5]=[CH:6][CH:7]=[C:3]1[CH:1]=[O:2] |f:1.2|. Procedure details: The starting material may be prepared as follows. A solution of 2-formylpyrrole (1.0 g.) and a 50% w/w dispersion of sodium hydride in oil (0.72 g.) in DMF (20 ml.) was treated with 3-chloropropanol (1.03 g.) and the mixture heated at 90° for 18 hours and then evaporated to dryness. The residue was partitioned between water and ether, and the ether phase was dried and evaporated to dryness to give 1-(3-hydroxypropyl)-2-formylpyrrole (1.48 g.) which was used without further purification.